This data is from the Open Reaction Database (ORD), a public repository of structured organic reaction records. The task is: describe an organic reaction: reactants, conditions, products, and yield Reactants: c1ccc(COCn2ncnn2)cc1, [Li]CCCC, CCCC[Sn](Cl)(CCCC)CCCC, CN(C)CCN(C)C, CCOCC. Yields the product CCCC[Sn](CCCC)(CCCC)c1nnn(COCc2ccccc2)n1. RXN SMILES: [CH2:1]([c:2]1[cH:3][cH:4][cH:5][cH:6][cH:7]1)[O:8][CH2:9][n:10]1[n:11][cH:12][n:13][n:14]1.[CH2:23]([Li:24])[CH2:25][CH2:26][CH3:27].[CH2:28]([CH2:29][CH2:30][CH3:31])[Sn:32]([CH2:33][CH2:34][CH2:35][CH3:36])([CH2:37][CH2:38][CH2:39][CH3:40])[Cl:41].[CH3:15][N:16]([CH3:17])[CH2:18][CH2:19][N:20]([CH3:21])[CH3:22].[CH3:42][CH2:43][O:44][CH2:45][CH3:46]>>[CH2:1]([c:2]1[cH:3][cH:4][cH:5][cH:6][cH:7]1)[O:8][CH2:9][n:10]1[n:11][c:12]([Sn:32]([CH2:28][CH2:29][CH2:30][CH3:31])([CH2:33][CH2:34][CH2:35][CH3:36])[CH2:37][CH2:38][CH2:39][CH3:40])[n:13][n:14]1. Starting materials: CC(C)(C)OC(=O)c1ccc(F)nc1, CC1(NC(=O)OCc2ccccc2)CCNCC1, C1COCCO1. Yields the product CC1(NC(=O)OCc2ccccc2)CCN(c2ccc(C(=O)OC(C)(C)C)cn2)CC1. As a reaction SMILES: [C:19]([CH3:20])([CH3:21])([CH3:22])[O:23][C:24]([c:25]1[cH:26][n:27][c:28]([F:31])[cH:29][cH:30]1)=[O:32].[CH2:1]([c:2]1[cH:3][cH:4][cH:5][cH:6][cH:7]1)[O:8][C:9]([NH:10][C:11]1([CH3:17])[CH2:12][CH2:13][NH:14][CH2:15][CH2:16]1)=[O:18].[O:33]1[CH2:34][CH2:35][O:36][CH2:37][CH2:38]1>>[CH2:1]([c:2]1[cH:3][cH:4][cH:5][cH:6][cH:7]1)[O:8][C:9]([NH:10][C:11]1([CH3:17])[CH2:12][CH2:13][N:14]([c:28]2[n:27][cH:26][c:25]([C:24]([O:23][C:19]([CH3:20])([CH3:21])[CH3:22])=[O:32])[cH:30][cH:29]2)[CH2:15][CH2:16]1)=[O:18]. Reactants: CN, CCO, CSc1nc(N)nc(-c2ccco2)c1C#N. Yields the product CNc1nc(N)nc(-c2ccco2)c1C#N. As a reaction SMILES: [CH3:17][NH2:18].[CH3:19][CH2:20][OH:21].[NH2:1][c:2]1[n:3][c:4]([S:15][CH3:16])[c:5]([C:13]#[N:14])[c:6](-[c:8]2[o:9][cH:10][cH:11][cH:12]2)[n:7]1>>[NH2:1][c:2]1[n:3][c:4]([NH:18][CH3:17])[c:5]([C:13]#[N:14])[c:6](-[c:8]2[o:9][cH:10][cH:11][cH:12]2)[n:7]1. Reactants: N(=[N+]=[N-])[C@H]1CC(OC2=CC=C(C=C12)Br)(C(F)(F)F)C ((4S)-4-azido-6-bromo-2-methyl-2-(trifluoromethyl)chroman), C1(=CC=CC=C1)P(C1=CC=CC=C1)C1=CC=CC=C1 (triphenylphosphine). Run in O (Water). Conditions: time 4 hour. Yields the product BrC=1C=C2[C@H](CC(OC2=CC1)(C(F)(F)F)C)N ((4S)-6-bromo-2-methyl-2-(trifluoromethyl)chroman-4-amine). RXN SMILES: [N:1]([C@@H:4]1[C:13]2[C:8](=[CH:9][CH:10]=[C:11]([Br:14])[CH:12]=2)[O:7][C:6]([CH3:19])([C:15]([F:18])([F:17])[F:16])[CH2:5]1)=[N+]=[N-].C1(P(C2C=CC=CC=2)C2C=CC=CC=2)C=CC=CC=1>O>[Br:14][C:11]1[CH:12]=[C:13]2[C:8](=[CH:9][CH:10]=1)[O:7][C:6]([CH3:19])([C:15]([F:16])([F:18])[F:17])[CH2:5][C@@H:4]2[NH2:1]. Procedure details: To a solution of (4S)-4-azido-6-bromo-2-methyl-2-(trifluoromethyl)chroman (190 mg, 565 μmol) was added triphenylphosphine (222 mg, 848 μmol). The mixture was stirred at RT for 4 h. Water (15 ml) was added and the reaction was heated at refluxing for 24 h. The resulted mixture was concentrated to dryness and extracted with CHCl3. The organic layer was dried over anhydrous Na2SO4, filtered, concentrated and dried in vacuum to afford the title compound. MS m/z: 293, 295(M−NH2). The reactants are C(C)(=O)O[BH-](OC(C)=O)OC(C)=O.[Na+] (Sodium triacetoxyborohydride), C1(CCCCC1)N1C(=NC2=C1C=CC(=C2)C=O)NC2=NN(C1=CC=C(C=C21)C=2C=NC=CC2OC)COCC[Si](C)(C)C (1-cyclohexyl-2-(5-(4-methoxypyridin-3-yl)-1-((2-(trimethylsilyl)ethoxy)methyl)-1H-indazol-3-ylamino)-1H-benzo[d]imidazole-5-carbaldehyde), N1CCOCC1 (morpholine), C(C)(=O)O (acetic acid). Run in C(Cl)Cl (methylene chloride), C(Cl)Cl (methylene chloride). Run at time 10 minute. The product is C1(CCCCC1)N1C(=NC2=C1C=CC(=C2)CN2CCOCC2)NC2=NN(C1=CC=C(C=C21)C=2C=NC=CC2OC)COCC[Si](C)(C)C (N-(1-cyclohexyl-5-(morpholinomethyl)-1H-benzo[d]imidazol-2-yl)-5-(4-methoxypyridin-3-yl)-1-((2-(trimethylsilyl)ethoxy)methyl)-1H-indazol-3-amine). Yield: 47.8%. Reaction SMILES: [CH:1]1([N:7]2[C:11]3[CH:12]=[CH:13][C:14]([CH:16]=O)=[CH:15][C:10]=3[N:9]=[C:8]2[NH:18][C:19]2[C:27]3[C:22](=[CH:23][CH:24]=[C:25]([C:28]4[CH:29]=[N:30][CH:31]=[CH:32][C:33]=4[O:34][CH3:35])[CH:26]=3)[N:21]([CH2:36][O:37][CH2:38][CH2:39][Si:40]([CH3:43])([CH3:42])[CH3:41])[N:20]=2)[CH2:6][CH2:5][CH2:4][CH2:3][CH2:2]1.[NH:44]1[CH2:49][CH2:48][O:47][CH2:46][CH2:45]1.C(O)(=O)C.C(O[BH-](OC(=O)C)OC(=O)C)(=O)C.[Na+]>C(Cl)Cl>[CH:1]1([N:7]2[C:11]3[CH:12]=[CH:13][C:14]([CH2:16][N:44]4[CH2:49][CH2:48][O:47][CH2:46][CH2:45]4)=[CH:15][C:10]=3[N:9]=[C:8]2[NH:18][C:19]2[C:27]3[C:22](=[CH:23][CH:24]=[C:25]([C:28]4[CH:29]=[N:30][CH:31]=[CH:32][C:33]=4[O:34][CH3:35])[CH:26]=3)[N:21]([CH2:36][O:37][CH2:38][CH2:39][Si:40]([CH3:42])([CH3:41])[CH3:43])[N:20]=2)[CH2:6][CH2:5][CH2:4][CH2:3][CH2:2]1 |f:3.4|. Reported procedure: In a 20 mL vial was added 1-cyclohexyl-2-(5-(4-methoxypyridin-3-yl)-1-((2-(trimethylsilyl)ethoxy)methyl)-1H-indazol-3-ylamino)-1H-benzo[d]imidazole-5-carbaldehyde (28 mg, 0.047 mmol.), morpholine (10 mg, 0.11 mmol) and methylene chloride (2 mL). A catalytic amount of acetic acid was added and the reaction mixture stirred at room temperature for 10 min. Sodium triacetoxyborohydride (30 mg, 0.14 mmol) was then added and the reaction mixture stirred at room temperature overnight. The reaction mixtu... Starting materials: CN(C)CC(O)CO, COc1ccc(C(Cl)(c2ccccc2)c2ccc(OC)cc2)cc1, c1ccncc1. The product is COc1ccc(C(OCC(O)CN(C)C)(c2ccccc2)c2ccc(OC)cc2)cc1. As a reaction SMILES: [CH3:1][N:2]([CH2:3][CH:4]([CH2:5][OH:6])[OH:7])[CH3:8].[CH3:9][O:10][c:11]1[cH:12][cH:13][c:14]([C:15]([c:16]2[cH:17][cH:18][c:19]([O:22][CH3:23])[cH:20][cH:21]2)([c:24]2[cH:25][cH:26][cH:27][cH:28][cH:29]2)[Cl:30])[cH:31][cH:32]1.[cH:33]1[cH:34][cH:35][n:36][cH:37][cH:38]1>>[CH3:1][N:2]([CH2:3][CH:4]([CH2:5][O:6][C:15]([c:14]1[cH:13][cH:12][c:11]([O:10][CH3:9])[cH:32][cH:31]1)([c:16]1[cH:17][cH:18][c:19]([O:22][CH3:23])[cH:20][cH:21]1)[c:24]1[cH:25][cH:26][cH:27][cH:28][cH:29]1)[OH:7])[CH3:8]. Reactants: O=C1CCC(=O)N1Cl, O=C(NOCCO)c1c(Nc2ccc(I)cc2F)cc(=O)n2c1CCC2, CN(C)C=O. The product is O=C(NOCCO)c1c(Nc2ccc(I)cc2F)c(Cl)c(=O)n2c1CCC2. Reaction SMILES: [Cl:27][N:28]1[C:29](=[O:30])[CH2:31][CH2:32][C:33]1=[O:34].[F:1][c:2]1[c:3]([NH:9][c:10]2[cH:11][c:12](=[O:26])[n:13]3[c:17]([c:18]2[C:19](=[O:20])[NH:21][O:22][CH2:23][CH2:24][OH:25])[CH2:16][CH2:15][CH2:14]3)[cH:4][cH:5][c:6]([I:8])[cH:7]1.[O:35]=[CH:36][N:37]([CH3:38])[CH3:39]>>[F:1][c:2]1[c:3]([NH:9][c:10]2[c:11]([Cl:27])[c:12](=[O:26])[n:13]3[c:17]([c:18]2[C:19](=[O:20])[NH:21][O:22][CH2:23][CH2:24][OH:25])[CH2:16][CH2:15][CH2:14]3)[cH:4][cH:5][c:6]([I:8])[cH:7]1.